From a dataset of the Open Reaction Database (ORD), a public repository of structured organic reaction records. describe an organic reaction: reactants, conditions, products, and yield Conditions: time 16 hour. The product is C(C1=CC=CC=C1)C=1C=C(C(=NC1Cl)I)O (5-Benzyl-6-chloro-2-iodopyridin-3-ol). As a reaction SMILES: [CH2:1]([C:8]1[CH:9]=[C:10]([OH:15])[CH:11]=[N:12][C:13]=1[Cl:14])[C:2]1[CH:7]=[CH:6][CH:5]=[CH:4][CH:3]=1.[I:16]I>>[CH2:1]([C:8]1[CH:9]=[C:10]([OH:15])[C:11]([I:16])=[N:12][C:13]=1[Cl:14])[C:2]1[CH:3]=[CH:4][CH:5]=[CH:6][CH:7]=1. Procedure: 5-benzyl-6-chloropyridin-3-ol (0.73 g, 3.3 mmol) and I2 (0.21 mL, 4.0 mmol). The mixture became homogeneous and yellow after stirring for 16 h. The mixture was washed with sodium thiosulfate (100 mL), and then treated cautiously with conc. HCl until the pH was 2 by pH paper. The solution was extracted with EtOAc (3×50 mL), and the combined organic extracts were dried over MgSO4, filtered and concentrated to afford a pale yellow solid. The solid was purified by triturating with minimal DCM and et... Reactants: C(C1=CC=CC=C1)C=1C=C(C=NC1Cl)O (5-benzyl-6-chloropyridin-3-ol), II (I2). Starting materials: CS(C)=O, [Cu], FC(F)(F)C(F)(F)I, Cc1cc(-n2cc(I)cn2)ccc1[N+](=O)[O-], O. The product is Cc1cc(-n2cc(C(F)(F)C(F)(F)F)cn2)ccc1[N+](=O)[O-]. As a reaction SMILES: [CH3:25][S:26]([CH3:27])=[O:28].[Cu:29].[I:17][C:18]([C:19]([F:20])([F:21])[F:22])([F:23])[F:24].[I:1][c:2]1[cH:3][n:4][n:5](-[c:7]2[cH:8][c:9]([CH3:16])[c:10]([N+:13](=[O:14])[O-:15])[cH:11][cH:12]2)[cH:6]1.[OH2:30]>>[c:2]1([C:18]([C:19]([F:20])([F:21])[F:22])([F:23])[F:24])[cH:3][n:4][n:5](-[c:7]2[cH:8][c:9]([CH3:16])[c:10]([N+:13](=[O:14])[O-:15])[cH:11][cH:12]2)[cH:6]1. Starting materials: ClC=1C=CC(=C(CN2C3=C(NCC2)N=CC(=C3)C3=CC=C(C(=O)O)C=C3)C1)C(F)(F)F (4-{1-[5-chloro-2-(trifluoromethyl)benzyl]-1,2,3,4-tetrahydropyrido[2,3-b]pyrazin-7-yl}benzoic acid), FC(C1=C(C=CC=C1)N1CCNCC1)(F)F (1-[2-(trifluoromethyl)phenyl]piperazine). The product is ClC=1C=CC(=C(CN2C3=C(NCC2)N=CC(=C3)C3=CC=C(C=C3)C(=O)N3CCN(CC3)C3=C(C=CC=C3)C(F)(F)F)C1)C(F)(F)F ((4-{1-[5-Chloro-2-(trifluoromethyl)benzyl]-1,2,3,4-tetrahydropyrido[2,3-b]pyrazin-7-yl}phenyl)-{4-[2-(trifluoromethyl)phenyl]piperazin-1-yl}methanone). RXN SMILES: [Cl:1][C:2]1[CH:3]=[CH:4][C:5]([C:28]([F:31])([F:30])[F:29])=[C:6]([CH:27]=1)[CH2:7][N:8]1[CH2:13][CH2:12][NH:11][C:10]2[N:14]=[CH:15][C:16]([C:18]3[CH:26]=[CH:25][C:21]([C:22](O)=[O:23])=[CH:20][CH:19]=3)=[CH:17][C:9]1=2.[F:32][C:33]([F:47])([F:46])[C:34]1[CH:39]=[CH:38][CH:37]=[CH:36][C:35]=1[N:40]1[CH2:45][CH2:44][NH:43][CH2:42][CH2:41]1>>[Cl:1][C:2]1[CH:3]=[CH:4][C:5]([C:28]([F:30])([F:29])[F:31])=[C:6]([CH:27]=1)[CH2:7][N:8]1[CH2:13][CH2:12][NH:11][C:10]2[N:14]=[CH:15][C:16]([C:18]3[CH:19]=[CH:20][C:21]([C:22]([N:43]4[CH2:42][CH2:41][N:40]([C:35]5[CH:36]=[CH:37][CH:38]=[CH:39][C:34]=5[C:33]([F:46])([F:47])[F:32])[CH2:45][CH2:44]4)=[O:23])=[CH:25][CH:26]=3)=[CH:17][C:9]1=2. Procedure: 4-{1-[5-chloro-2-(trifluoromethyl)benzyl]-1,2,3,4-tetrahydropyrido[2,3-b]pyrazin-7-yl}benzoic acid was reacted with 1-[2-(trifluoromethyl)phenyl]piperazine as in General Procedure 10 to give the title compound. LCMS: m/z=659.99 (M+H+); retention time=1.10 minutes. The reactants are oil, [H-].[Na+] (sodium hydride), ICCCC(COC1=CC(=CC=C1)C(F)(F)F)OC(C)=O (1-iodo-4-acetoxy-5-(3-trifluoromethylphenoxy)pentane), [H][H] (hydrogen), COC(C(CCCCCCC(=O)OC)S(=O)(=O)C)=O (dimethyl-2-methylsulfonyl-azelate), Cl (hydrochloric acid). Run in petroleum ether, CN(C=O)C (dimethylformamide), CCOCC (ether), CN(C=O)C (dimethylformamide), O (water), CN(C=O)C (dimethylformamide). Reaction conditions: temperature 5 celsius, time 48 hour. The product is CS(=O)(=O)C(CCCCCCC(=O)OC)(CCCC(COC1=CC(=CC=C1)C(F)(F)F)OC(C)=O)C(=O)OC (Methyl 8-methylsulfonyl-8-methoxycarbonyl-12-acetoxy-13-(3-trifluoromethylphenoxy)tridecanoate). The yield is 87.5%. RXN SMILES: [H-].[Na+].[CH3:3][O:4][C:5](=[O:21])[CH:6]([S:17]([CH3:20])(=[O:19])=[O:18])[CH2:7][CH2:8][CH2:9][CH2:10][CH2:11][CH2:12][C:13]([O:15][CH3:16])=[O:14].[H][H].I[CH2:25][CH2:26][CH2:27][CH:28]([O:41][C:42](=[O:44])[CH3:43])[CH2:29][O:30][C:31]1[CH:36]=[CH:35][CH:34]=[C:33]([C:37]([F:40])([F:39])[F:38])[CH:32]=1.Cl>CN(C)C=O.O.CCOCC>[CH3:20][S:17]([C:6]([C:5]([O:4][CH3:3])=[O:21])([CH2:25][CH2:26][CH2:27][CH:28]([O:41][C:42](=[O:44])[CH3:43])[CH2:29][O:30][C:31]1[CH:36]=[CH:35][CH:34]=[C:33]([C:37]([F:39])([F:40])[F:38])[CH:32]=1)[CH2:7][CH2:8][CH2:9][CH2:10][CH2:11][CH2:12][C:13]([O:15][CH3:16])=[O:14])(=[O:19])=[O:18] |f:0.1|. Procedure details: A 50% oil dispersion of sodium hydride (2.11 g., 0.044 mole) in mineral oil is washed with petroleum ether and then suspended in dry dimethylformamide (30 ml.) under a nitrogen atmosphere at room temperature. To this suspension is added a solution of dimethyl-2-methylsulfonyl-azelate (11.8 g., 0.04 mole) in dry dimethylformamide (30 ml.). After the evolution of hydrogen is completed, the mixture is cooled to 5° C. in an ice bath and a solution of 1-iodo-4-acetoxy-5-(3-trifluoromethylphenoxy)pent... Reactants: NC=1C=C(C=2C=NN(C2C1)C1CCCC1)C(=O)NCC=1C(NC(=CC1C)C)=O (6-amino-1-cyclopentyl-N-[(4,6-dimethyl-2-oxo-1,2-dihydro-3-pyridinyl)methyl]-1H-indazole-4-carboxamide), N1=CC=CC=C1 (pyridine), C1(=CC=CC=C1)S(=O)(=O)Cl (benzenesulfonyl chloride). Solvent: C(Cl)Cl (DCM). Yields the product C1(CCCC1)N1N=CC=2C(=CC(=CC12)NS(=O)(=O)C1=CC=CC=C1)C(=O)NCC=1C(NC(=CC1C)C)=O (1-cyclopentyl-N-[(4,6-dimethyl-2-oxo-1,2-dihydro-3-pyridinyl)methyl]-6-[(phenylsulfonyl)amino]-1H-indazole-4-carboxamide). As a reaction SMILES: [NH2:1][C:2]1[CH:3]=[C:4]([C:16]([NH:18][CH2:19][C:20]2[C:21](=[O:28])[NH:22][C:23]([CH3:27])=[CH:24][C:25]=2[CH3:26])=[O:17])[C:5]2[CH:6]=[N:7][N:8]([CH:11]3[CH2:15][CH2:14][CH2:13][CH2:12]3)[C:9]=2[CH:10]=1.N1C=CC=CC=1.[C:35]1([S:41](Cl)(=[O:43])=[O:42])[CH:40]=[CH:39][CH:38]=[CH:37][CH:36]=1>C(Cl)Cl>[CH:11]1([N:8]2[C:9]3[CH:10]=[C:2]([NH:1][S:41]([C:35]4[CH:40]=[CH:39][CH:38]=[CH:37][CH:36]=4)(=[O:43])=[O:42])[CH:3]=[C:4]([C:16]([NH:18][CH2:19][C:20]4[C:21](=[O:28])[NH:22][C:23]([CH3:27])=[CH:24][C:25]=4[CH3:26])=[O:17])[C:5]=3[CH:6]=[N:7]2)[CH2:15][CH2:14][CH2:13][CH2:12]1. Reported procedure: 6-amino-1-cyclopentyl-N-[(4,6-dimethyl-2-oxo-1,2-dihydro-3-pyridinyl)methyl]-1H-indazole-4-carboxamide (30 mg, 0.079 mmol) was suspended in DCM (3 mL) followed by pyridine (0.032 mL, 0.395 mmol). The contents were vigorously stirred and then benzenesulfonyl chloride (0.011 mL, 0.087 mmol) was added and the contents stirred at RT for 1 h. The volatiles were removed in vacuo and dried on hi-vac for 1 h. The crude product was purified by reverse phase HPLC (Gradient B: 15-70%. A: Water+0.1% TFA. B:... Reactants: NC1=NC(=C(C(=N1)S(=O)(=O)C)C#N)C1=CC(=C(C(=C1)OC)OC)OC (2-amino-4-methanesulfonyl-6-(3,4,5-trimethoxy-phenyl)-pyrimidine-5-carbonitrile), C1(CCCCC1)N (cyclohexylamine). Solvent: COCCOC (DME). Yields the product NC1=NC(=C(C(=N1)NC1CCCCC1)C#N)C1=CC(=C(C(=C1)OC)OC)OC (2-Amino-4-cyclohexylamino-6-(3,4,5-trimethoxy-phenyl)-pyrimidine-5-carbonitrile). Reaction SMILES: [NH2:1][C:2]1[N:7]=[C:6](S(C)(=O)=O)[C:5]([C:12]#[N:13])=[C:4]([C:14]2[CH:19]=[C:18]([O:20][CH3:21])[C:17]([O:22][CH3:23])=[C:16]([O:24][CH3:25])[CH:15]=2)[N:3]=1.[CH:26]1([NH2:32])[CH2:31][CH2:30][CH2:29][CH2:28][CH2:27]1>COCCOC>[NH2:1][C:2]1[N:7]=[C:6]([NH:32][CH:26]2[CH2:31][CH2:30][CH2:29][CH2:28][CH2:27]2)[C:5]([C:12]#[N:13])=[C:4]([C:14]2[CH:19]=[C:18]([O:20][CH3:21])[C:17]([O:22][CH3:23])=[C:16]([O:24][CH3:25])[CH:15]=2)[N:3]=1. Reported procedure: From 2-amino-4-methanesulfonyl-6-(3,4,5-trimethoxy-phenyl)-pyrimidine-5-carbonitrile and cyclohexylamine in DME. ES-MS m/e (%): 384 (M+H+, 100). Reactants: COCCOc1cc2nccc(Cl)c2cc1C#N, Cl, [H-], [Na+], CN(C)C=O, Oc1cccc(O)c1. The product is COCCOc1cc2nccc(Oc3cccc(O)c3)c2cc1C#N. Reaction SMILES: [Cl:12][c:13]1[cH:14][cH:15][n:16][c:17]2[cH:18][c:19]([O:25][CH2:26][CH2:27][O:28][CH3:29])[c:20]([C:23]#[N:24])[cH:21][c:22]12.[ClH:11].[H-:9].[Na+:10].[O:30]=[CH:31][N:32]([CH3:33])[CH3:34].[OH:1][c:2]1[cH:3][c:4]([OH:8])[cH:5][cH:6][cH:7]1>>[O:1]([c:2]1[cH:3][c:4]([OH:8])[cH:5][cH:6][cH:7]1)[c:13]1[cH:14][cH:15][n:16][c:17]2[cH:18][c:19]([O:25][CH2:26][CH2:27][O:28][CH3:29])[c:20]([C:23]#[N:24])[cH:21][c:22]12.